This data is from the Open Reaction Database (ORD), a public repository of structured organic reaction records. The task is: describe an organic reaction: reactants, conditions, products, and yield Starting materials: BrC1=C(N=CN1C)C1=NC=CC(=C1)C#N (2-(5-bromo-1-methyl-1H-imidazol-4-yl)pyridine-4-carbonitrile), OCC1(CC1)C1=CC=C(C=C1)B(O)O (4-(1-(hydroxymethyl)cyclopropyl)phenylboronic acid). The product is OCC1(CC1)C1=CC=C(C=C1)C1=C(N=CN1C)C1=NC=CC(=C1)C#N (2-(5-{4-[1-(hydroxymethyl)cyclopropyl]phenyl}-1-methyl-1H-imidazol-4-yl)pyridine-4-carbonitrile). Reaction SMILES: Br[C:2]1[N:6]([CH3:7])[CH:5]=[N:4][C:3]=1[C:8]1[CH:13]=[C:12]([C:14]#[N:15])[CH:11]=[CH:10][N:9]=1.[OH:16][CH2:17][C:18]1([C:21]2[CH:26]=[CH:25][C:24](B(O)O)=[CH:23][CH:22]=2)[CH2:20][CH2:19]1>>[OH:16][CH2:17][C:18]1([C:21]2[CH:26]=[CH:25][C:24]([C:2]3[N:6]([CH3:7])[CH:5]=[N:4][C:3]=3[C:8]3[CH:13]=[C:12]([C:14]#[N:15])[CH:11]=[CH:10][N:9]=3)=[CH:23][CH:22]=2)[CH2:20][CH2:19]1. Procedure details: The title compound was prepared from 2-(5-bromo-1-methyl-1H-imidazol-4-yl)pyridine-4-carbonitrile and 4-(1-(hydroxymethyl)cyclopropyl)phenylboronic acid according to the procedure for the preparation of Example 3, part A. [M+H] Calc'd for C20H18N4O, 331. Found, 331. Starting materials: CCCCC(CC)C(=O)O, COC(=O)C1CCCN1C(C)c1ccccc1, O. Yields the product CC(c1ccccc1)N1CCCC1C(=O)O. RXN SMILES: [CH2:18]([CH:19]([CH2:20][CH2:21][CH2:22][CH3:23])[C:24]([OH:25])=[O:26])[CH3:27].[CH3:1][O:2][C:3]([CH:4]1[N:5]([CH:9]([c:10]2[cH:11][cH:12][cH:13][cH:14][cH:15]2)[CH3:16])[CH2:6][CH2:7][CH2:8]1)=[O:17].[OH2:28]>>[O:2]=[C:3]([CH:4]1[N:5]([CH:9]([c:10]2[cH:11][cH:12][cH:13][cH:14][cH:15]2)[CH3:16])[CH2:6][CH2:7][CH2:8]1)[OH:17]. The reactants are N1C=NC(=C1)C(=O)OC (Methyl 4-imidazolecarboxylate), FC=1C=C(C=C(C1)F)[Mg]Br (3,5-difluorophenylmagnesium bromide). Solvent: O1CCCC1 (tetrahydrofuran). The product is FC=1C=C(C=C(C1)F)C(O)(C=1N=CNC1)C1=CC(=CC(=C1)F)F (bis-(3,5-difluoro-phenyl)-(1H-imidazol-4-yl)-methanol). Yield: 73.0%. As a reaction SMILES: [NH:1]1[CH:5]=[C:4]([C:6]([O:8]C)=O)[N:3]=[CH:2]1.[F:10][C:11]1[CH:12]=[C:13]([Mg]Br)[CH:14]=[C:15]([F:17])[CH:16]=1>O1CCCC1>[F:10][C:11]1[CH:12]=[C:13]([C:6]([C:13]2[CH:12]=[C:11]([F:10])[CH:16]=[C:15]([F:17])[CH:14]=2)([C:4]2[N:3]=[CH:2][NH:1][CH:5]=2)[OH:8])[CH:14]=[C:15]([F:17])[CH:16]=1. Procedure details: Methyl 4-imidazolecarboxylate 0.80 g (6.34 mmol) was placed in a flask and under argon 50 ml (25 mmol) of a 0.5M 3,5-difluorophenylmagnesium bromide solution in tetrahydrofuran were added. The mixture was refluxed for 2 hours and then most of the solvent was evaporated. Water was added with cooling, and the mixture was extracted twice with ethyl acetate. The combined organic extracts were concentrated and the residue was purified by flash chromatography (silica gel, heptane/ethyl acetate 8:2) to... Reaction conditions: temperature -5 celsius. Procedure: To a mixture of 3-bromo-4-chlorobenzoic acid (1.51 g, 6.4 mmol, 1.00 eq.) in DCM (25 mL) cooled at −5° C., oxalylchlorid (0.8 mL, 9.6 mmol, 1.50 eq.) and 4 drops of DMF were added. The reaction mixture was warmed to r.t. over 20 hours. The mixture was concentrated in vacuo. The resulting oil was dissolved in THF (50 mL) and cooled to −5° C. (Trimethylsilyl)diazomethane solution (2.0 M in hexanes, 7.2 mL, 14.4 mmol, 2.25 eq.) was added and the mixture was allowed to warm to r.t. over 18 hours. Th... Reactants: C(C(=O)Cl)(=O)Cl (oxalylchlorid), BrC=1C=C(C(=O)O)C=CC1Cl (3-bromo-4-chlorobenzoic acid), C[Si](C)(C)C=[N+]=[N-] ((Trimethylsilyl)diazomethane). Product: BrC=1C=C(C=CC1Cl)C(C=[N+]=[N-])=O (1-(3-bromo-4-chloro-phenyl)-2-diazo-ethanone). Reaction SMILES: [Br:1][C:2]1[CH:3]=[C:4]([CH:8]=[CH:9][C:10]=1[Cl:11])[C:5]([OH:7])=O.C(Cl)(=O)C(Cl)=O.C[Si]([CH:22]=[N+:23]=[N-:24])(C)C>C(Cl)Cl.CN(C=O)C>[Br:1][C:2]1[CH:3]=[C:4]([C:5](=[O:7])[CH:22]=[N+:23]=[N-:24])[CH:8]=[CH:9][C:10]=1[Cl:11]. Reagents/catalysts: CN(C)C=O (DMF). Run in C(Cl)Cl (DCM). The reactants are ClC=1C=C(N)C=C(C1Cl)Cl (3,4,5-trichloro-aniline), FC1=C(C(=O)N=C=O)C(=CC=C1)F (2,6-difluorobenzoyl isocyanate). The solvent is C1(=CC=CC=C1)C (toluene). Reaction conditions: time 5 hour. Product: ClC=1C=C(C=C(C1Cl)Cl)NC(=O)NC(C1=C(C=CC=C1F)F)=O (N-(3,4,5-trichloro-phenyl)-N'-(2,6-difluorobenzoyl)-urea). As a reaction SMILES: [Cl:1][C:2]1[CH:3]=[C:4]([CH:6]=[C:7]([Cl:10])[C:8]=1[Cl:9])[NH2:5].[F:11][C:12]1[CH:22]=[CH:21][CH:20]=[C:19]([F:23])[C:13]=1[C:14]([N:16]=[C:17]=[O:18])=[O:15]>C1(C)C=CC=CC=1>[Cl:1][C:2]1[CH:3]=[C:4]([NH:5][C:17]([NH:16][C:14](=[O:15])[C:13]2[C:19]([F:23])=[CH:20][CH:21]=[CH:22][C:12]=2[F:11])=[O:18])[CH:6]=[C:7]([Cl:10])[C:8]=1[Cl:9]. Procedure details: 3,4,5-trichloro-aniline (19.7 g) and 2,6-difluorobenzoyl isocyanate (18.3 g) were dissolved in toluene (200 ml) at 50° C., and the solution was allowed to stand at this temperature for five hours. After cooling the solution to room temperature, the title compound was isolated by suction filtration and dried. The reactants are C(C)OC(=O)C=1NC2=CC=CC(=C2C1)OC1=CC(=C(C=C1)F)F (4-(3,4-Difluoro-phenoxy)-1H-indole-2-carboxylic acid ethyl ester), [Li+].[OH-] (LiOH). Solvent: CO (methanol), O (water). Conditions: time 18 hour. Product: FC=1C=C(OC2=C3C=C(NC3=CC=C2)C(=O)O)C=CC1F (4-(3,4-Difluoro-phenoxy)-1H-indole-2-carboxylic acid). RXN SMILES: C([O:3][C:4]([C:6]1[NH:7][C:8]2[C:13]([CH:14]=1)=[C:12]([O:15][C:16]1[CH:21]=[CH:20][C:19]([F:22])=[C:18]([F:23])[CH:17]=1)[CH:11]=[CH:10][CH:9]=2)=[O:5])C.[Li+].[OH-]>CO.O>[F:23][C:18]1[CH:17]=[C:16]([CH:21]=[CH:20][C:19]=1[F:22])[O:15][C:12]1[CH:11]=[CH:10][CH:9]=[C:8]2[C:13]=1[CH:14]=[C:6]([C:4]([OH:5])=[O:3])[NH:7]2 |f:1.2|. Reported procedure: 152 (380 mg, 1.2 mmol) is dissolved in 10 ml of methanol and treated with a solution of LiOH (57 mg, 2.4 mmol) in 5 ml of water. The mixture is stirred at room temperature for 18 hours. After evaporation, the crude product is acidified at 0° C. with 2M HCl and extracted with ethyl acetate. The organic layers are dried over sodium sulphate and evaporated. Reactants: O=C(CCC(=O)O)C (4-oxopentanoic acid), Cl.FC1=CC=C(C=C1)NN ((4-fluorophenyl)hydrazine hydrochloride), S(O)(O)(=O)=O (sulfuric acid), CO (methanol). Reaction conditions: temperature 120 celsius. The product is FC=1C=C2C(=C(NC2=CC1)C)CC(=O)OC (methyl 2-(5-fluoro-2-methyl-1H-indol-3-yl)acetate). The yield is 84.0%. As a reaction SMILES: O=[C:2]([CH3:8])[CH2:3][CH2:4][C:5]([OH:7])=[O:6].Cl.[F:10][C:11]1[CH:16]=[CH:15][C:14]([NH:17]N)=[CH:13][CH:12]=1.S(=O)(=O)(O)O.[CH3:24]O>>[F:10][C:11]1[CH:16]=[C:15]2[C:14](=[CH:13][CH:12]=1)[NH:17][C:2]([CH3:8])=[C:3]2[CH2:4][C:5]([O:7][CH3:24])=[O:6] |f:1.2|. Procedure: A stirred mixture of 39.3 mg (0.34 mmol) of 4-oxopentanoic acid,* 50 mg (0.31 mmol) of (4-fluorophenyl)hydrazine hydrochloride, 1 mL of methanol and 40 μL of concentrated sulfuric acid in a 2 mL microwave process vial was heated for 10 min at 120° C. under argon in a microwave synthesizer. The alcoholic solution was concentrated to about one-third of its original volume and then transferred to a phase separator syringe filled with cold water (2 mL). The organic compound was repeatedly extracted ...